From a dataset of the Open Reaction Database (ORD), a public repository of structured organic reaction records. describe an organic reaction: reactants, conditions, products, and yield Starting materials: N1=CC=C(C=C1)N1CCC(CC1)COC(=O)NNC=1C(=CC=CC1)N (N1-[[1-(4-pyridyl)piperidin-4-yl]methoxycarbonylamino]-1,2-benzenediamine), FC=1C=C(C(=O)Cl)C=CC1 (3-fluorobenzoyl chloride). Yields the product O.Cl.FC=1C=C(C(=O)NC=2C(=CC=CC2)NNC(=O)OCC2CCN(CC2)C2=CC=NC=C2)C=CC1 (N1-(3-Fluorobenzoyl)-N2-[[1-(4-pyridyl)piperidin-4-yl]methoxycarbonylamino]-1,2-benzenediamine hydrochloride hydrate). Yield: 96.2%. RXN SMILES: [N:1]1[CH:6]=[CH:5][C:4]([N:7]2[CH2:12][CH2:11][CH:10]([CH2:13][O:14][C:15]([NH:17][NH:18][C:19]3[C:20]([NH2:25])=[CH:21][CH:22]=[CH:23][CH:24]=3)=[O:16])[CH2:9][CH2:8]2)=[CH:3][CH:2]=1.[F:26][C:27]1[CH:28]=[C:29]([CH:33]=[CH:34][CH:35]=1)[C:30]([Cl:32])=[O:31]>>[OH2:14].[ClH:32].[F:26][C:27]1[CH:28]=[C:29]([CH:33]=[CH:34][CH:35]=1)[C:30]([NH:25][C:20]1[C:19]([NH:18][NH:17][C:15]([O:14][CH2:13][CH:10]2[CH2:9][CH2:8][N:7]([C:4]3[CH:5]=[CH:6][N:1]=[CH:2][CH:3]=3)[CH2:12][CH2:11]2)=[O:16])=[CH:24][CH:23]=[CH:22][CH:21]=1)=[O:31] |f:2.3.4|. Reported procedure: Using the procedure described in Example 48, Part C, N1-[[1-(4-pyridyl)piperidin-4-yl]methoxycarbonylamino]-1,2-benzenediamine (0.61 mmol) and 3-fluorobenzoyl chloride (1.2 mmol) yielded 152 mg (51%) of the title compound. The reactants are C(C)C(C(=O)OCC)C(=O)[O-] (Monoethyl ethylmalonate), ClC=1C=C(N)C=C(C1)Cl (3,5-dichloroaniline), C1(CCCCC1)N=C=NC1CCCCC1 (1,3-dicyclohexylcarbodiimide). Product: ClC=1C=C(C=C(C1)Cl)NC(=O)C(C(=O)OCC)CC (ethyl 2-(3,5-dichlorophenylaminocarbonyl)butanoate). Yield: 10.0%. As a reaction SMILES: [CH2:1]([CH:3]([C:9]([O-:11])=O)[C:4]([O:6][CH2:7][CH3:8])=[O:5])[CH3:2].[Cl:12][C:13]1[CH:14]=[C:15]([CH:17]=[C:18]([Cl:20])[CH:19]=1)[NH2:16].C1(N=C=NC2CCCCC2)CCCCC1>>[Cl:12][C:13]1[CH:14]=[C:15]([NH:16][C:9]([CH:3]([CH2:1][CH3:2])[C:4]([O:6][CH2:7][CH3:8])=[O:5])=[O:11])[CH:17]=[C:18]([Cl:20])[CH:19]=1. Reported procedure: Monoethyl ethylmalonate (5.0 grams, 0.03 mole), 3,5-dichloroaniline (5.06 grams, 0.03 mole) and 1,3-dicyclohexylcarbodiimide (6.44 grams, 0.03 mole) were reacted in a manner similar to that described in Example LVII to give 0.87 gram (0.003 mole) of ethyl 2-(3,5-dichlorophenylaminocarbonyl)butanoate having a melting point of 96.5° C.-98° C. Elemental analysis of the product indicated the following: